From a dataset of the Open Reaction Database (ORD), a public repository of structured organic reaction records. describe an organic reaction: reactants, conditions, products, and yield The reactants are BrC=1C(=NNC1)C(C(F)(F)F)(F)F (4-bromo-3-(pentafluoroethyl)-1H-pyrazole), C=O (paraformaldehyde). The solvent is CC(=O)C (acetone). Conditions: temperature 130 celsius, time 5 hour. The product is BrC=1C(=NN(C1)CO)C(C(F)(F)F)(F)F (4-bromo-3-(pentafluoroethyl)-1H-pyrazole-1-ylmethanol). Isolated yield 50.3%. As a reaction SMILES: [Br:1][C:2]1[C:3]([C:7]([F:13])([F:12])[C:8]([F:11])([F:10])[F:9])=[N:4][NH:5][CH:6]=1.[CH2:14]=[O:15]>CC(C)=O>[Br:1][C:2]1[C:3]([C:7]([F:13])([F:12])[C:8]([F:9])([F:10])[F:11])=[N:4][N:5]([CH2:14][OH:15])[CH:6]=1. Reported procedure: The mixture of 13.72 g of 4-bromo-3-(pentafluoroethyl)-1H-pyrazole and 3.00 g of paraformaldehyde was stirred at 130° C. for 5 hours. After the reaction mixture was cooled to room temperature, acetone was added. The mixture was filtered. The filtrate was concentrated under reduced pressure. Hexane was added to the filtrate, as a result, a crystal was formed. The crystal was collected to obtain 7.69 g of 4-bromo-3-(pentafluoroethyl)-1H-pyrazole-1-ylmethanol. Reactants: CC(C)CNCc1ccc(-c2cccc(S(C)(=O)=O)c2)s1, CS(=O)(=O)Cl, CCN(C(C)C)C(C)C, ClCCl. Yields the product CC(C)CN(Cc1ccc(-c2cccc(S(C)(=O)=O)c2)s1)S(C)(=O)=O. Reaction SMILES: [CH2:1]([CH:2]([CH3:3])[CH3:4])[NH:5][CH2:6][c:7]1[s:8][c:9](-[c:12]2[cH:13][c:14]([S:18](=[O:19])(=[O:20])[CH3:21])[cH:15][cH:16][cH:17]2)[cH:10][cH:11]1.[CH3:22][S:23]([Cl:24])(=[O:25])=[O:26].[CH:27]([N:28]([CH2:29][CH3:30])[CH:31]([CH3:32])[CH3:33])([CH3:34])[CH3:35].[Cl:36][CH2:37][Cl:38]>>[CH2:1]([CH:2]([CH3:3])[CH3:4])[N:5]([CH2:6][c:7]1[s:8][c:9](-[c:12]2[cH:13][c:14]([S:18](=[O:19])(=[O:20])[CH3:21])[cH:15][cH:16][cH:17]2)[cH:10][cH:11]1)[S:23]([CH3:22])(=[O:25])=[O:26]. Starting materials: [OH-].[Na+] (NaOH), NC=1C(=NC=CN1)C(=NN)NC1=C(C(=CC=C1)F)F (3-Amino-N-(2,3-difluorophenyl)-N′-aminopyrazine-2-carboxamidine), C(=O)(O)[O-].[Na+] (NaHCO3), C(=O)O (HCOOH). Solvent: C(OCC)(OCC)OCC (CH(OEt)3). Reaction conditions: time 30 minute. The product is FC1=C(C=CC=C1F)N1C(=NN=C1)C=1C(=NC=CN1)N (3-(4-(2,3-Difluorophenyl)-4H-1,2,4-triazol-3-yl)pyrazin-2-amine). The yield is 92.0%. RXN SMILES: [NH2:1][C:2]1[C:3]([C:8]([NH:11][C:12]2[CH:17]=[CH:16][CH:15]=[C:14]([F:18])[C:13]=2[F:19])=[N:9][NH2:10])=[N:4][CH:5]=[CH:6][N:7]=1.[CH:20](O)=O.C([O-])(O)=O.[Na+].[OH-].[Na+]>C(OCC)(OCC)OCC>[F:19][C:13]1[C:14]([F:18])=[CH:15][CH:16]=[CH:17][C:12]=1[N:11]1[CH:20]=[N:10][N:9]=[C:8]1[C:3]1[C:2]([NH2:1])=[N:7][CH:6]=[CH:5][N:4]=1 |f:2.3,4.5|. Procedure: 3-Amino-N-(2,3-difluorophenyl)-N′-aminopyrazine-2-carboxamidine (500 mg, 1.89 mmol) was dissolved in CH(OEt)3 (20 mL) and HCOOH (5 mL) was added slowly at RT. The solution was kept at RT for 30 min and carefully neutralized with saturated NaHCO3 and 6N NaOH until a pH of 10 was achieved. The resulting mixture was extracted with ethyl acetate. The combined organic layers were dried over MgSO4 and evaporated to produce 3-(4-(2,3-Difluorophenyl)-4H-1,2,4-triazol-3-yl)pyrazin-2-amine as yellow solid... Starting materials: C(CCCCCCCCCCC)OS(=O)(=O)C1=CC=CC=C1.[Na] (sodium dodecylbenzenesulfonate), CC[NH+]=C1C=CC(=C(C2=CC=C(C=C2)N(CC)CC)C3=CC=C(C=C3)N(CC)CC)C4=CC=CC=C14.[Cl-] (C.I. Basic Blue 7). Run in O (water), O (water). Product: C(CCCCCCCCCCC)C1=C(C=CC=C1)S(=O)(=O)O (dodecylbenzenesulfonic acid). Reaction SMILES: CC[NH+]=[C:4]1[C:36]2C(=CC=C[CH:35]=2)[C:7](=[C:8](C2C=CC(N(CC)CC)=CC=2)[C:9]2C=[CH:13][C:12](N(CC)CC)=[CH:11][CH:10]=2)[CH:6]=[CH:5]1.[Cl-].C([O:50][S:51]([C:54]1[CH:59]=[CH:58][CH:57]=[CH:56][CH:55]=1)(=[O:53])=[O:52])CCCCCCCCCCC.[Na]>O>[CH2:13]([C:59]1[CH:58]=[CH:57][CH:56]=[CH:55][C:54]=1[S:51]([OH:50])(=[O:52])=[O:53])[CH2:12][CH2:11][CH2:10][CH2:9][CH2:8][CH2:7][CH2:6][CH2:5][CH2:4][CH2:36][CH3:35] |f:0.1,2.3,^1:59|. Reported procedure: Into a solution prepared by dissolving 20 g of C.I. Basic Blue 7 (commercial name: Aizen Victoria Pure Blue, BOH, made by HODOGAYA CHEMICAL CO., LTD.) into 1.5 l of distilled water was added a solution prepared by dissolving 13 g of sodium dodecylbenzenesulfonate into 500 ml of distilled water. The formed precipitate was recovered and washed with water and dried to give a dodecylbenzenesulfonic acid salt of the dye. Reactants: BrC=1C=C(C=C(C1O)OC)C(O)(C)C (3-bromo-4-hydroxy-5-methoxy-a,a-dimethylbenzenemethanol), ClC1=NC(=NC(=N1)Cl)C (2,4-dichloro-6-methyl-1,3,5-triazine). Solvent: [OH-].[Na+] (NaOH), O (water), C(C)#N (acetonitrile). Reaction conditions: time 1 hour. The product is BrC=1C=C(C=C(C1OC1=NC(=NC(=N1)Cl)C)OC)C(O)(C)C (3-bromo-4-[[4-chloro-6-methyl-1,3,5-triazin-2-yl]oxy]-5-methoxy-a,a-dimethylbenzenemethanol). Reaction SMILES: [Br:1][C:2]1[CH:3]=[C:4]([C:11]([CH3:14])([CH3:13])[OH:12])[CH:5]=[C:6]([O:9][CH3:10])[C:7]=1[OH:8].[Cl:15][C:16]1[N:21]=[C:20](Cl)[N:19]=[C:18]([CH3:23])[N:17]=1>[OH-].[Na+].O.C(#N)C>[Br:1][C:2]1[CH:3]=[C:4]([C:11]([CH3:14])([CH3:13])[OH:12])[CH:5]=[C:6]([O:9][CH3:10])[C:7]=1[O:8][C:20]1[N:21]=[C:16]([Cl:15])[N:17]=[C:18]([CH3:23])[N:19]=1 |f:2.3|. Procedure: 3-bromo-4-hydroxy-5-methoxy-a,a-dimethylbenzenemethanol (1.16 g) was dissolved in 10% NaOH (1.78 g) and 5 mL of water. The solvent was stripped under reduced pressure. The salt was taken up in 50 mL acetonitrile and cooled to 0°-5° C. 2,4-dichloro-6-methyl-1,3,5-triazine (0.61g) was added and the mixture was stirred at 0°-5° C. for 1 hour. The solvent was removed under reduced pressure and the residue was extracted with methylene chloride. The extracts were combined and stripped under reduced pr... The reactants are CCO, CC(=O)O, Nc1nc(N)c(N=Nc2ccc(Cl)cc2)c(Cl)n1, O, [Zn]. Yields the product Nc1nc(N)c(N)c(Cl)n1. RXN SMILES: [CH3:19][CH2:20][OH:21].[CH3:23][C:24](=[O:25])[OH:26].[Cl:1][c:2]1[c:3]([N:10]=[N:11][c:12]2[cH:13][cH:14][c:15]([Cl:16])[cH:17][cH:18]2)[c:4]([NH2:9])[n:5][c:6]([NH2:8])[n:7]1.[OH2:22].[Zn:27]>>[Cl:1][c:2]1[c:3]([NH2:10])[c:4]([NH2:9])[n:5][c:6]([NH2:8])[n:7]1.